From a dataset of the Open Reaction Database (ORD), a public repository of structured organic reaction records. describe an organic reaction: reactants, conditions, products, and yield Reactants: C(C)(=O)OCC=1C(=NC=CC1C1=NN(C(C(=C1)NC1=NN2C(CN(CC2)C2COC2)=C1)=O)C)N1C(C2=C(C=C(C=C2C=N1)C(C)(C)C)F)=O ((2-(6-tert-Butyl-8-fluoro-1-oxophthalazin-2(1H)-yl)-4-(1-methyl-5-(5-(oxetan-3-yl)-4,5,6,7-tetrahydropyrazolo[1,5-a]pyrazin-2-ylamino)-6-oxo-1,6-dihydropyridazin-3-yl)pyridin-3-yl)methyl Acetate), [OH-].[Li+].O (lithium hydroxide•water). Run in C(C)(C)O.C1CCOC1 (i-propanol THF), O (water). Reaction conditions: temperature 35 celsius, time 0.5 hour. The product is C(C)(C)(C)C=1C=C2C=NN(C(C2=C(C1)F)=O)C1=NC=CC(=C1CO)C1=NN(C(C(=C1)NC1=NN2C(CN(CC2)C2COC2)=C1)=O)C (6-tert-butyl-8-fluoro-2-[3-(hydroxymethyl)-4-[1-methyl-5-[[5-(oxetan-3-yl)-6,7-dihydro-4H-pyrazolo[1,5-a]pyrazin-2-yl]amino]-6-oxo-pyridazin-3-yl]-2-pyridyl]phthalazin-1-one). The yield is 27.3%. Reaction SMILES: C([O:4][CH2:5][C:6]1[C:7]([N:34]2[N:43]=[CH:42][C:41]3[C:36](=[C:37]([F:48])[CH:38]=[C:39]([C:44]([CH3:47])([CH3:46])[CH3:45])[CH:40]=3)[C:35]2=[O:49])=[N:8][CH:9]=[CH:10][C:11]=1[C:12]1[CH:17]=[C:16]([NH:18][C:19]2[CH:31]=[C:22]3[CH2:23][N:24]([CH:27]4[CH2:30][O:29][CH2:28]4)[CH2:25][CH2:26][N:21]3[N:20]=2)[C:15](=[O:32])[N:14]([CH3:33])[N:13]=1)(=O)C.[OH-].[Li+].O>C(O)(C)C.C1COCC1.O>[C:44]([C:39]1[CH:40]=[C:41]2[C:36](=[C:37]([F:48])[CH:38]=1)[C:35](=[O:49])[N:34]([C:7]1[C:6]([CH2:5][OH:4])=[C:11]([C:12]3[CH:17]=[C:16]([NH:18][C:19]4[CH:31]=[C:22]5[CH2:23][N:24]([CH:27]6[CH2:30][O:29][CH2:28]6)[CH2:25][CH2:26][N:21]5[N:20]=4)[C:15](=[O:32])[N:14]([CH3:33])[N:13]=3)[CH:10]=[CH:9][N:8]=1)[N:43]=[CH:42]2)([CH3:47])([CH3:45])[CH3:46] |f:1.2.3,4.5|. Procedure: A mixture of 155d (117 mg, 0.175 mmol) and lithium hydroxide•water (73.5 mg, 1.75 mmol) in i-propanol/THF (1:1, 8 mL) and water (1 mL) was stirred at 35° C. for 0.5 h. The mixture was evaporated under reduced pressure and the residue was diluted with water (6 mL). It was then extracted with dichloromethane (3×50 mL). The combined dichloromethane extract was concentrated under reduced pressure and the residue was purified by reverse-phase prep-HPLC to afford 155 (30 mg, 27%) as a yellow solid. MS...